Dataset: the Open Reaction Database (ORD), a public repository of structured organic reaction records. Task: describe an organic reaction: reactants, conditions, products, and yield Reactants: CCOCC, CCO, CCC(C(CC1CCCCC1)NC(=O)OC(C)(C)C)N(C)C(=O)OCC[Si](C)(C)C. Product: CCC(C(N)CC1CCCCC1)N(C)C(=O)OCC[Si](C)(C)C. As a reaction SMILES: [CH3:31][CH2:32][O:33][CH2:34][CH3:35].[CH3:36][CH2:37][OH:38].[CH:1]1([CH2:7][CH:8]([CH:9]([CH2:10][CH3:11])[N:12]([C:13](=[O:14])[O:15][CH2:16][CH2:17][Si:18]([CH3:19])([CH3:20])[CH3:21])[CH3:22])[NH:23][C:24](=[O:25])[O:26][C:27]([CH3:28])([CH3:29])[CH3:30])[CH2:2][CH2:3][CH2:4][CH2:5][CH2:6]1>>[CH:1]1([CH2:7][CH:8]([CH:9]([CH2:10][CH3:11])[N:12]([C:13](=[O:14])[O:15][CH2:16][CH2:17][Si:18]([CH3:19])([CH3:20])[CH3:21])[CH3:22])[NH2:23])[CH2:2][CH2:3][CH2:4][CH2:5][CH2:6]1. The reactants are C(C1=CC=CC=C1)[C@@H]([C@H](C[C@@H](C)C(NCCC(C)(C)C)=O)O)NC(C1=CC(=CC=C1)S(=O)(=O)C)=O (N-[(1S,2S,4R)-1-Benzyl-4-(3,3-dimethylbutylcarbamoyl)-2-hydroxypentyl]-3-methanesulfonyl-benzamide), CS(=O)(=O)C=1C=C(C(=O)O)C=C(C1)N1C(CCC1)=O (3-Methylsulfonyl-5-(2-oxopyrrolidin-1-yl)benzoic acid), C12C(CC(CC1)C2)NC([C@@H](C[C@@H]([C@H](CC2=CC=CC=C2)N)O)C)=O ((2R,4S,5S)-5-Amino-4-hydroxy-2-methyl-6-phenylhexanoic acid (bicyclo[2.2.1]hept-2-yl)amide). The product is C(C1=CC=CC=C1)[C@@H]([C@H](C[C@@H](C)C(NC1C2CCC(C1)C2)=O)O)NC(C2=CC(=CC(=C2)N2C(CCC2)=O)S(=O)(=O)C)=O (N-[(1S,2S,4R)-1-Benzyl-4-(bicyclo[2.2.1]hept-2-ylcarbamoyl)-2-hydroxypentyl]3-methylsulfonyl-5-(2-oxopyrrolidin-1-yl)-benzamide). RXN SMILES: C([C@H](NC(=O)C1C=CC=C(S(C)(=O)=O)C=1)[C@@H](O)C[C@H](C(=O)NCCC(C)(C)C)C)C1C=CC=CC=1.[CH3:36][S:37]([C:40]1[CH:41]=[C:42]([CH:46]=[C:47]([N:49]2[CH2:53][CH2:52][CH2:51][C:50]2=[O:54])[CH:48]=1)[C:43]([OH:45])=O)(=[O:39])=[O:38].[CH:55]12[CH2:61][CH:58]([CH2:59][CH2:60]1)[CH2:57][CH:56]2[NH:62][C:63](=[O:78])[C@H:64]([CH3:77])[CH2:65][C@H:66]([OH:76])[C@@H:67]([NH2:75])[CH2:68][C:69]1[CH:74]=[CH:73][CH:72]=[CH:71][CH:70]=1>>[CH2:68]([C@H:67]([NH:75][C:43](=[O:45])[C:42]1[CH:46]=[C:47]([N:49]2[CH2:53][CH2:52][CH2:51][C:50]2=[O:54])[CH:48]=[C:40]([S:37]([CH3:36])(=[O:38])=[O:39])[CH:41]=1)[C@@H:66]([OH:76])[CH2:65][C@H:64]([C:63](=[O:78])[NH:62][CH:56]1[CH2:57][CH:58]2[CH2:61][CH:55]1[CH2:60][CH2:59]2)[CH3:77])[C:69]1[CH:70]=[CH:71][CH:72]=[CH:73][CH:74]=1. Reported procedure: Prepared in an analogous manner to E1, from 3-methylsulfonyl-5-(2-oxopyrrolidin-1-yl)-benzoic acid (D19) and (2R,4S,5S)-5-Amino-4-hydroxy-2-methyl-6-phenylhexanoic acid (bicyclo[2.2.1]hept-2-yl)amide (D4). Reactants: C([O-])([O-])=O.[K+].[K+] (potassium carbonate), BrC=1C=C(C=CC1F)C1(N=C(C2=C(C=CC=C12)F)N)C1=CC(=NC=C1)C(F)(F)F (1-(3-Bromo-4-fluorophenyl)-4-fluoro-1-(2-(trifluoromethyl)pyridin-4-yl)-1H-isoindol-3-amine), N1=CN=CC(=C1)B(O)O (5-pyrimidinylboronic acid). The reagents and catalysts are C1=CC=C(C=C1)P([C-]2C=CC=C2)C3=CC=CC=C3.C1=CC=C(C=C1)P([C-]2C=CC=C2)C3=CC=CC=C3.Cl[Pd]Cl.[Fe+2] (dichloro[1,1′-bis(diphenylphosphino)ferrocene]palladium). The solvent is CN(C)C=O (DMF). Reaction conditions: temperature 90 celsius, time 1 hour. Product: FC1=C2C(=NC(C2=CC=C1)(C1=CC(=NC=C1)C(F)(F)F)C1=CC(=C(C=C1)F)C=1C=NC=NC1)N (4-Fluoro-1-(4-fluoro-3-(pyrimidin-5-yl)phenyl)-1-(2-(trifluoromethyl)pyridin-4-yl)-1H-isoindol-3-amine). Isolated yield 52.8%. RXN SMILES: Br[C:2]1[CH:3]=[C:4]([C:9]2([C:20]3[CH:25]=[CH:24][N:23]=[C:22]([C:26]([F:29])([F:28])[F:27])[CH:21]=3)[C:17]3[C:12](=[C:13]([F:18])[CH:14]=[CH:15][CH:16]=3)[C:11]([NH2:19])=[N:10]2)[CH:5]=[CH:6][C:7]=1[F:8].[N:30]1[CH:35]=[C:34](B(O)O)[CH:33]=[N:32][CH:31]=1.C(=O)([O-])[O-].[K+].[K+]>CN(C=O)C.C1C=CC(P(C2C=CC=CC=2)[C-]2C=CC=C2)=CC=1.C1C=CC(P(C2C=CC=CC=2)[C-]2C=CC=C2)=CC=1.Cl[Pd]Cl.[Fe+2]>[F:18][C:13]1[CH:14]=[CH:15][CH:16]=[C:17]2[C:12]=1[C:11]([NH2:19])=[N:10][C:9]2([C:4]1[CH:5]=[CH:6][C:7]([F:8])=[C:2]([C:34]2[CH:35]=[N:30][CH:31]=[N:32][CH:33]=2)[CH:3]=1)[C:20]1[CH:25]=[CH:24][N:23]=[C:22]([C:26]([F:29])([F:27])[F:28])[CH:21]=1 |f:2.3.4,6.7.8.9|. Reported procedure: 1-(3-Bromo-4-fluorophenyl)-4-fluoro-1-(2-(trifluoromethyl)pyridin-4-yl)-1H-isoindol-3-amine (0.30 g, 0.64 mmol) and 5-pyrimidinylboronic acid (0.104 g, 0.84 mmol) in DMF (5.00 mL) was heated to 90° C. under argon atmosphere. Dichloro[1,1′-bis(diphenylphosphino)ferrocene]palladium (II) dichloromethane adduct (0.039 g, 0.05 mmol) and aqueous potassium carbonate (2.00 M) (0.961 mL, 1.92 mmol) were added and the resulting mixture was stirred at 90° C. for 1 h. The reaction mixture was cooled to room... The reactants are ClCCC(=O)Cl (3-chloropropionyl chloride), FC1=CC=CC=C1 (fluorobenzene), FC=1C=C2CCC(C2=CC1)=O (5-fluoro-1-indanone), N1=C2C(=CC=C1)CC1=CC=CC=C12 (5H-indeno[1,2-b]pyridine), C1(CCC2=CC=CC=C12)=O (1-indanone), ice, ketone, FC=1C=C2CC=3C(=NC=CC3)C2=CC1 (7-fluoro-5H-indeno[1,2-b]pyridine), [Cl-].[Al+3].[Cl-].[Cl-] (Aluminum chloride). The solvent is C(Cl)Cl (methylene chloride), C(Cl)Cl (methylene chloride), C(Cl)Cl (methylene chloride). Reaction conditions: time 15 minute. Product: ClCC(CC1=CC=C(C=C1)F)=O (3-Chloro-1-(4-fluorophenyl)propanone). Yield: 9.0%. As a reaction SMILES: FC1C=C2[C:8](=CC=1)[C:7](=[O:11])[CH2:6]C2.FC1C=C2C(=CC=1)C1=NC=CC=C1C2.N1C=CC=C2CC3C(C=12)=CC=CC=3.C1(=O)C2C(=CC=CC=2)CC1.[Cl-].[Al+3].[Cl-].[Cl-].[Cl:53]CCC(Cl)=O.[F:59][C:60]1[CH:65]=[CH:64][CH:63]=[CH:62][CH:61]=1>C(Cl)Cl>[Cl:53][CH2:6][C:7](=[O:11])[CH2:8][C:63]1[CH:64]=[CH:65][C:60]([F:59])=[CH:61][CH:62]=1 |f:4.5.6.7|. Reported procedure: The procedure used for the preparation of 5-fluoro-1-indanone is that of Olivier and Marechal (E. Bull. Soc. Chim. Fr. (1973) 3092-3095) with modifications. The conversion of the ketone to 7-fluoro-5H-indeno[1,2-b]pyridine followed the general procedure described by Parcell and Hauck (J. Org. Chem. (1963) 28, 3468-3473) for the preparation of 5H-indeno[1,2-b]pyridine from 1-indanone. ##STR122## Aluminum chloride (350 g, 2.62 mol) was covered with 650 mL methylene chloride and, while stirring und... Reactants: CC(=O)[O-], Clc1ccccc1, Nc1ccc2c(c1)=NC(=O)N=2, [Na+], O=C(Cl)c1cc2ccccc2cc1O, O=C(O)c1cc2ccccc2cc1O. The product is O=C1N=c2ccc(NC(=O)c3cc4ccccc4cc3O)cc2=N1. RXN SMILES: [CH3:13][C:14](=[O:15])[O-:16].[Cl:45][c:46]1[cH:47][cH:48][cH:49][cH:50][cH:51]1.[NH2:1][c:2]1[cH:3][c:4]2[c:5]([cH:10][cH:11]1)=[N:6][C:7](=[O:9])[N:8]=2.[Na+:12].[OH:17][c:18]1[c:19]([C:28](=[O:29])[Cl:30])[cH:20][c:21]2[cH:22][cH:23][cH:24][cH:25][c:26]2[cH:27]1.[OH:31][c:32]1[c:33]([C:34]([OH:35])=[O:36])[cH:37][c:38]2[c:39]([cH:40]1)[cH:41][cH:42][cH:43][cH:44]2>>[NH:1]([c:2]1[cH:3][c:4]2[c:5]([cH:10][cH:11]1)=[N:6][C:7](=[O:9])[N:8]=2)[C:28]([c:19]1[c:18]([OH:17])[cH:27][c:26]2[c:21]([cH:20]1)[cH:22][cH:23][cH:24][cH:25]2)=[O:29].